This data is from the Open Reaction Database (ORD), a public repository of structured organic reaction records. The task is: describe an organic reaction: reactants, conditions, products, and yield Reactants: [BH4-], Nc1nc2c(s1)CC(CC(=O)N1CCN(c3ccccn3)CC1)CC2, [Na+], C1CCOC1. Product: Nc1nc2c(s1)CC(CCN1CCN(c3ccccn3)CC1)CC2. RXN SMILES: [BH4-:26].[NH2:1][c:2]1[s:3][c:4]2[c:5]([n:6]1)[CH2:7][CH2:8][CH:9]([CH2:11][C:12](=[O:13])[N:14]1[CH2:15][CH2:16][N:17]([c:20]3[n:21][cH:22][cH:23][cH:24][cH:25]3)[CH2:18][CH2:19]1)[CH2:10]2.[Na+:27].[O:28]1[CH2:29][CH2:30][CH2:31][CH2:32]1>>[NH2:1][c:2]1[s:3][c:4]2[c:5]([n:6]1)[CH2:7][CH2:8][CH:9]([CH2:11][CH2:12][N:14]1[CH2:15][CH2:16][N:17]([c:20]3[n:21][cH:22][cH:23][cH:24][cH:25]3)[CH2:18][CH2:19]1)[CH2:10]2. Reactants: C(CO)O (ethylene glycol), S1C=CC2=C1C=CC=C2C(C(=O)OC(C)(C)C)C#N (tert-butyl 2-(1-benzothiophen-4-yl)-2-cyanoacetate), aqueous solution, [OH-].[K+] (potassium hydroxide), O (water), O (water). Run in C1(=CC=CC=C1)C (toluene). Reaction conditions: temperature 100 celsius, time 1 hour. The product is S1C=CC2=C1C=CC=C2CC(=O)O (2-(1-benzothiophen-4-yl)acetic acid). The yield is 85.3%. As a reaction SMILES: C(O)CO.[S:5]1[C:9]2[CH:10]=[CH:11][CH:12]=[C:13]([CH:14](C#N)[C:15]([O:17]C(C)(C)C)=[O:16])[C:8]=2[CH:7]=[CH:6]1.[OH-].[K+].O>C1(C)C=CC=CC=1>[S:5]1[C:9]2[CH:10]=[CH:11][CH:12]=[C:13]([CH2:14][C:15]([OH:17])=[O:16])[C:8]=2[CH:7]=[CH:6]1 |f:2.3|. Reported procedure: To ethylene glycol (11.0 mL) solution of 0.25 g of tert-butyl 2-(1-benzothiophen-4-yl)-2-cyanoacetate were added 11.0 mL of aqueous solution of 40% (w/w) potassium hydroxide and 0.3 mL of water, which was then stirred at 95 to 105° C. for 1 hour. To the reaction mixture were added water and toluene, and the aqueous layer was separated. The pH was adjusted to 2 with 6 mol/L hydrochloric acid, to which was added ethyl acetate. The organic layer was separated, and dried over anhydrous magnesium sul... The reactants are NC1=NC(=NC(=N1)OC)OC (2-amino-4,6-dimethoxy-1,3,5-triazine), COC(=O)C1=C(C=CC=C1)S(=O)(=O)N=C=O (2-methoxycarbonylbenzenesulfonylisocyanate). Run in C(Cl)Cl (methylene chloride). Run at time 16 hour. Yields the product COC1=NC(=NC(=N1)OC)NC(=O)NS(=O)(=O)C1=C(C=CC=C1)C(=O)OC (N-[(4,6-Dimethoxy-1,3,5-triazin-2-yl)aminocarbonyl]-2-methoxycarbonylbenzenesulfonamide). As a reaction SMILES: [NH2:1][C:2]1[N:7]=[C:6]([O:8][CH3:9])[N:5]=[C:4]([O:10][CH3:11])[N:3]=1.[CH3:12][O:13][C:14]([C:16]1[CH:21]=[CH:20][CH:19]=[CH:18][C:17]=1[S:22]([N:25]=[C:26]=[O:27])(=[O:24])=[O:23])=[O:15]>C(Cl)Cl>[CH3:9][O:8][C:6]1[N:5]=[C:4]([O:10][CH3:11])[N:3]=[C:2]([NH:1][C:26]([NH:25][S:22]([C:17]2[CH:18]=[CH:19][CH:20]=[CH:21][C:16]=2[C:14]([O:13][CH3:12])=[O:15])(=[O:24])=[O:23])=[O:27])[N:7]=1. Reported procedure: A mixture of 1.6 g of 2-amino-4,6-dimethoxy-1,3,5-triazine, 25 ml of anhydrous methylene chloride and 2.4 g of 2-methoxycarbonylbenzenesulfonylisocyanate was stirred at ambient temperature for 16 hours. It was then filtered to remove unreacted amine and the filtrate evaporated at temperatures up to 40° under reduced pressure. The residue was triturated with butyl chloride and filtered to yield the desired compound which melted above 170° with decomposition.